This data is from the Open Reaction Database (ORD), a public repository of structured organic reaction records. The task is: describe an organic reaction: reactants, conditions, products, and yield The reactants are ClC=1C2=C(N=CN1)NC=C2 (4-chloro-7H-pyrrolo[2,3-d]pyrimidine), C1(CC1)N (cyclopropylamine). Yield: 28.0%. The product is C1(CC1)NC=1C2=C(N=CN1)NC=C2 (cyclopropyl-(7H-pyrrolo[2,3-d]pyrimidin-4-yl)-amine). RXN SMILES: Cl[C:2]1[C:3]2[CH:10]=[CH:9][NH:8][C:4]=2[N:5]=[CH:6][N:7]=1.[CH:11]1([NH2:14])[CH2:13][CH2:12]1>O>[CH:11]1([NH:14][C:2]2[C:3]3[CH:10]=[CH:9][NH:8][C:4]=3[N:5]=[CH:6][N:7]=2)[CH2:13][CH2:12]1. Reported procedure: 4-Chloro-7H-pyrrolo[2,3-d]pyrimidine (9, 1.06 g, 6.90 mmol) is dissolved in cyclopropylamine (20, 2.42 mL, 34.5 mmol) and heated to reflux overnight. The reaction mixture is cooled and poured into water, then extracted with ethyl acetate. The organic layer is washed with brine, dried over sodium sulfate, filtered and the filtrate concentrated under vacuum. The resulting material is purified by silica gel column chromatography, eluting with ethyl acetate and dichloromethane. Appropriate fractions... The solvent is O (water). Starting materials: CO, CC(C)=CCCC(C)O. Yields the product CC(C)CCCC(C)O. RXN SMILES: [CH3:10][OH:11].[CH3:1][C:2](=[CH:3][CH2:4][CH2:5][CH:6]([CH3:7])[OH:8])[CH3:9]>>[CH3:1][CH:2]([CH2:3][CH2:4][CH2:5][CH:6]([CH3:7])[OH:8])[CH3:9]. Starting materials: CCOC(=O)c1cc2sc(C=O)cc2[nH]1, CCOC(C)=O, [Mg+2], O=S(=O)([O-])[O-]. Product: O=Cc1cc2[nH]c(C(=O)O)cc2s1. Reaction SMILES: [CH2:1]([CH3:2])[O:3][C:4](=[O:5])[c:6]1[cH:7][c:8]2[c:9]([nH:10]1)[cH:11][c:12]([CH:14]=[O:15])[s:13]2.[CH3:22][CH2:23][O:24][C:25](=[O:26])[CH3:27].[Mg+2:16].[O-:17][S:18]([O-:19])(=[O:20])=[O:21]>>[O:3]=[C:4]([OH:5])[c:6]1[cH:7][c:8]2[c:9]([nH:10]1)[cH:11][c:12]([CH:14]=[O:15])[s:13]2. Reactants: ClC=1C=C(C=CC1OCC1=NC(=CC=C1)C)N (3-chloro-4-(6-methyl-2-pyridylmethoxyl)-phenylamine), ClC1=NC=NC2=CC=C(C=C12)I (4-chloro-6-iodo-quinazoline). The solvent is C(C)(C)O (isopropanol). Yields the product Cl.ClC=1C=C(C=CC1OCC1=NC=CC=C1)NC1=NC=NC2=CC=C(C=C12)I ([3-chloro-4-(2-pyridylmetoxyl)-phenyl]-(6-iodo-quinazolin-4-yl)-amine hydrochloride salt). Yield: 85.7%. Reaction SMILES: [Cl:1][C:2]1[CH:3]=[C:4]([NH2:17])[CH:5]=[CH:6][C:7]=1[O:8][CH2:9][C:10]1[CH:15]=[CH:14][CH:13]=[C:12](C)[N:11]=1.Cl[C:19]1[C:28]2[C:23](=[CH:24][CH:25]=[C:26]([I:29])[CH:27]=2)[N:22]=[CH:21][N:20]=1>C(O)(C)C>[ClH:1].[Cl:1][C:2]1[CH:3]=[C:4]([NH:17][C:19]2[C:28]3[C:23](=[CH:24][CH:25]=[C:26]([I:29])[CH:27]=3)[N:22]=[CH:21][N:20]=2)[CH:5]=[CH:6][C:7]=1[O:8][CH2:9][C:10]1[CH:15]=[CH:14][CH:13]=[CH:12][N:11]=1 |f:3.4|. Procedure details: 500 mg of compound 9.2 (2 mmol) and 580 mg of 4-chloro-6-iodo-quinazoline (2 mmol) were dissolved in isopropanol (10 ml). The reaction mixture was refluxed for 12 hours. The solid product was collected by filtration, washed with cold isopropanol (10 mL) and ether (20 mL), and air dried to afford 450 mg of the clean desired product. Starting materials: BrC1=CC(=C(S1)C=O)C (5-bromo-3-methyl-thiophene-2-carbaldehyde), P(=O)([O-])([O-])[O-].[Na+].[Na+].[Na+] (sodium phosphate), resultant solution, OO (hydrogen peroxide), [Na] (sodium). The solvent is C(C)#N (acetonitrile), O (water), O (water). Reaction conditions: time 1.5 hour. Product: BrC1=CC(=C(S1)C(=O)O)C (5-Bromo-3-methyl-thiophene-2-carboxylic acid). Reaction SMILES: P([O-])([O-])([O-])=O.[Na+].[Na+].[Na+].[OH:9]O.[Br:11][C:12]1[S:16][C:15]([CH:17]=[O:18])=[C:14]([CH3:19])[CH:13]=1.[Na]>O.C(#N)C>[Br:11][C:12]1[S:16][C:15]([C:17]([OH:9])=[O:18])=[C:14]([CH3:19])[CH:13]=1 |f:0.1.2.3,^1:19|. Procedure details: A solution of 50.4 g of sodium phosphate, monobasic, (1.5 mol) in 600 mL of water, followed by 131 mL of a 35% hydrogen peroxide solution were added to a solution of 5-bromo-3-methyl-thiophene-2-carbaldehyde (300 g, 1.46 mol), example 1-a, in 1.5 L of acetonitrile. The resultant solution was cooled to 0° C. with an external ice bath, and a solution of 170 g of sodium perchlorite in 2 L of water was added dropwise over a 2 hour period. The reaction mixture was allowed to warm to room temperature,... The reactants are Nc1ccccc1Cl, Cc1ccccc1NC(=O)c1cccnc1F. Product: O=C(Nc1ccccc1Cl)c1cccnc1F. RXN SMILES: [Cl:1][c:2]1[c:3]([NH2:4])[cH:5][cH:6][cH:7][cH:8]1.[F:9][c:10]1[c:11]([C:12](=[O:13])[NH:14][c:15]2[cH:16][cH:17][cH:18][cH:19][c:20]2[CH3:21])[cH:22][cH:23][cH:24][n:25]1>>[Cl:1][c:2]1[c:3]([NH:4][C:12]([c:11]2[c:10]([F:9])[n:25][cH:24][cH:23][cH:22]2)=[O:13])[cH:5][cH:6][cH:7][cH:8]1. Starting materials: resultant suspension, COC1=C(C(=C(C(=O)O)C=C1)C)C (4-methoxy-2,3-dimethylbenzoic acid), C(C)(CC)[Li] (sec-butyllithium), CI (methyl iodide), O (water). The solvent is O1CCCC1 (tetrahydrofuran). Run at temperature -78 celsius. Yields the product C(C)C1=C(C(=O)O)C=CC(=C1C)OC (2-Ethyl-4-methoxy-3-methylbenzoic acid). RXN SMILES: [CH3:1][O:2][C:3]1[CH:11]=[CH:10][C:6]([C:7]([OH:9])=[O:8])=[C:5]([CH3:12])[C:4]=1[CH3:13].[CH:14]([Li])(CC)C.CI.O>O1CCCC1>[CH2:12]([C:5]1[C:4]([CH3:13])=[C:3]([O:2][CH3:1])[CH:11]=[CH:10][C:6]=1[C:7]([OH:9])=[O:8])[CH3:14]. Procedure details: 20.0 g of 4-methoxy-2,3-dimethylbenzoic acid (C1) are dissolved in one litre of tetrahydrofuran in a dry nitrogen atmosphere and subsequently cooled to −78° C. 300 ml of sec-butyllithium (1.4 M in cyclohexane) are then added dropwise to give a red solution. The red solution is stirred at −78° C. for a further hour. 34.5 ml of methyl iodide are then added, and the resultant suspension is stirred for one hour without cooling. 300 ml of water are subsequently added, and the solution is extracted, u...